Dataset: the Open Reaction Database (ORD), a public repository of structured organic reaction records. Task: describe an organic reaction: reactants, conditions, products, and yield The reactants are FC(C=1C=C(C=CC1)NC(=O)C=1C=C2C(=NN=C(C2=CC1)I)I)(F)F (1,4-di-iodo-phthalazine-6-carboxylic acid (3-trifluoromethyl-phenyl)-amide), C[O-].[Na+] (sodium methoxide), Cl (HCl). Solvent: CN(C)C=O (DMF). Reaction conditions: time 18 hour. The product is FC(C=1C=C(C=CC1)NC(=O)C=1C=C2C(=NN=C(C2=CC1)I)OC)(F)F (1-iodo-4-methoxy-phthalazine-6-carboxylic acid (3-trifluoromethyl-phenyl)-amide). Isolated yield 27.3%. RXN SMILES: [F:1][C:2]([F:25])([F:24])[C:3]1[CH:4]=[C:5]([NH:9][C:10]([C:12]2[CH:13]=[C:14]3[C:19](=[CH:20][CH:21]=2)[C:18]([I:22])=[N:17][N:16]=[C:15]3I)=[O:11])[CH:6]=[CH:7][CH:8]=1.[CH3:26][O-:27].[Na+].Cl>CN(C=O)C>[F:1][C:2]([F:25])([F:24])[C:3]1[CH:4]=[C:5]([NH:9][C:10]([C:12]2[CH:13]=[C:14]3[C:19](=[CH:20][CH:21]=2)[C:18]([I:22])=[N:17][N:16]=[C:15]3[O:27][CH3:26])=[O:11])[CH:6]=[CH:7][CH:8]=1 |f:1.2|. Procedure: A mixture of 1,4-di-iodo-phthalazine-6-carboxylic acid (3-trifluoromethyl-phenyl)-amide (0.59 g, 1.037 mmol), sodium methoxide (0.11 g, 2.036 mmol) in DMF (8 mL) was stirred at room temperature for 18 hours. The reaction was poured onto water, neutralized with 2N HCl. The product was extracted with EtOAc (×3), the combined organic extracts washed with water (×3), brine and dried (Na2SO4). Chromatography (Hex/EtOAc) afforded 1-iodo-4-methoxy-phthalazine-6-carboxylic acid (3-trifluoromethyl-phenyl... The product is FC1=CC=C(C=C1)SCCC(=O)O (3-(4-fluorophenylthio)propanoic acid). Procedure details: p-Fluorothiophenol (5 g, 40 mmol) and β-propiolactone (2.8 g, 40 mmol) were dissolved in THF (36 mL of freshly distilled) and then placed in an ice bath. 95% sodium hydride (1 g, 42.9 mmol) was added in small portions over 1 hour. The reation was allowed to stir at 0° C. for 2 hours, then placed in the freezer overnight. The reaction was quenched with ice chips and then acidified with concentrated hydrogen chloride until a pH of 2. The product was extracted with ethyl acetate (1×200 mL) and dich... Solvent: C1CCOC1 (THF). Reaction SMILES: [F:1][C:2]1[CH:7]=[CH:6][C:5]([SH:8])=[CH:4][CH:3]=1.[C:9]1(=[O:13])[O:12][CH2:11][CH2:10]1.[H-].[Na+]>C1COCC1>[F:1][C:2]1[CH:7]=[CH:6][C:5]([S:8][CH2:11][CH2:10][C:9]([OH:13])=[O:12])=[CH:4][CH:3]=1 |f:2.3|. Starting materials: FC1=CC=C(C=C1)S (p-Fluorothiophenol), C1(CCO1)=O (β-propiolactone), [H-].[Na+] (sodium hydride). Reaction conditions: temperature 0 celsius, time 2 hour. The yield is 88.4%. Reactants: C(C)(C)N(C(C)C)CC (N,N-diisopropylethylamine), CS(=O)C (dimethyl sulfoxide), BrC=1C=CC(=C(C1)S(=O)(=O)OC=1C=C(OCCCO)C=C(C1)C)OC (3-[3-(5-bromo-2-methoxyphenylsulfonyloxy)-5-methylphenoxy]propanol). Solvent: ClCCl (dichloromethane), ClCCl (dichloromethane). Reaction conditions: temperature 0 celsius, time 2 hour. The product is BrC=1C=CC(=C(C1)S(=O)(=O)OC=1C=C(OCCC=O)C=C(C1)C)OC (3-[3-(5-Bromo-2-methoxyphenylsulfonyloxy)-5-methylphenoxy]propionaldehyde). The yield is 69.4%. RXN SMILES: [Br:1][C:2]1[CH:3]=[CH:4][C:5]([O:24][CH3:25])=[C:6]([S:8]([O:11][C:12]2[CH:13]=[C:14]([CH:20]=[C:21]([CH3:23])[CH:22]=2)[O:15][CH2:16][CH2:17][CH2:18][OH:19])(=[O:10])=[O:9])[CH:7]=1.C(N(CC)C(C)C)(C)C.CS(C)=O>ClCCl>[Br:1][C:2]1[CH:3]=[CH:4][C:5]([O:24][CH3:25])=[C:6]([S:8]([O:11][C:12]2[CH:13]=[C:14]([CH:20]=[C:21]([CH3:23])[CH:22]=2)[O:15][CH2:16][CH2:17][CH:18]=[O:19])(=[O:9])=[O:10])[CH:7]=1. Reported procedure: To a cooled (0° C), stirred solution of 990 mg (2.30 mmol) 3-[3-(5-bromo-2-methoxyphenylsulfonyloxy)-5-methylphenoxy]propanol, as prepared in the preceding step, 842 μL of N,N-diisopropylethylamine and 500 μL of anhydrous dimethyl sulfoxide in 6.0 mL of anhydrous dichloromethane was added 732 mg (4.60 mmol) of sulfur trioxide pyridine complex. The mixture was warmed to ambient temperature over 30 min and stirred for 2 h. An additional 368 mg (2.30 mmol) of sulfur trioxide pyridine complex was ad... The reactants are COC(=O)c1ccc(Br)cc1, CN(C)C=O, CCOC(C)=O, OB(O)c1ccccc1Cl, [Na+], [Na+], O=C([O-])[O-], CC(=O)[O-], CC(=O)[O-], O, [Pd+2], c1ccc(P(c2ccccc2)c2ccccc2)cc1. Product: COC(=O)c1ccc(-c2ccccc2Cl)cc1. RXN SMILES: [CH3:1][O:2][C:3]([c:4]1[cH:5][cH:6][c:7]([Br:10])[cH:8][cH:9]1)=[O:11].[CH3:47][N:48]([CH3:49])[CH:50]=[O:51].[CH3:53][CH2:54][O:55][C:56](=[O:57])[CH3:58].[Cl:12][c:13]1[c:14]([B:19]([OH:20])[OH:21])[cH:15][cH:16][cH:17][cH:18]1.[Na+:22].[Na+:23].[O-:24][C:25](=[O:26])[O-:27].[O-:60][C:61]([CH3:62])=[O:63].[O-:64][C:65]([CH3:66])=[O:67].[OH2:52].[Pd+2:59].[c:28]1([P:29]([c:30]2[cH:31][cH:32][cH:33][cH:34][cH:35]2)[c:36]2[cH:37][cH:38][cH:39][cH:40][cH:41]2)[cH:42][cH:43][cH:44][cH:45][cH:46]1>>[CH3:1][O:2][C:3]([c:4]1[cH:5][cH:6][c:7](-[c:14]2[c:13]([Cl:12])[cH:18][cH:17][cH:16][cH:15]2)[cH:8][cH:9]1)=[O:11]. The reactants are BrC1=CC=C(C(=C1O)OC)OC(F)F (6-bromo-3-(difluoromethoxy)-2-methoxyphenol), C([O-])([O-])=O.[K+].[K+] (potassium carbonate), BrCC(=O)OCC (ethyl 2-bromoacetate). Solvent: C(C)#N (acetonitrile). Reaction conditions: temperature 70 celsius. The product is BrC1=CC=C(C(=C1OCC(=O)OCC)OC)OC(F)F (Ethyl 2-(6-bromo-3-(difluoromethoxy)-2-methoxyphenoxy)acetate). The yield is 45.5%. Reaction SMILES: [Br:1][C:2]1[C:7]([OH:8])=[C:6]([O:9][CH3:10])[C:5]([O:11][CH:12]([F:14])[F:13])=[CH:4][CH:3]=1.C(=O)([O-])[O-].[K+].[K+].Br[CH2:22][C:23]([O:25][CH2:26][CH3:27])=[O:24]>C(#N)C>[Br:1][C:2]1[C:7]([O:8][CH2:22][C:23]([O:25][CH2:26][CH3:27])=[O:24])=[C:6]([O:9][CH3:10])[C:5]([O:11][CH:12]([F:13])[F:14])=[CH:4][CH:3]=1 |f:1.2.3|. Procedure: To a stirring solution of 6-bromo-3-(difluoromethoxy)-2-methoxyphenol (500 mg, 1.858 mmol) in acetonitrile (20 mL) was added potassium carbonate (769 mg, 5.57 mmol) and ethyl 2-bromoacetate (568 mg, 3.71 mmol) and the resultant reaction mixture was heated to 70° C. for 16 h. The reaction mixture was cooled to RT, filtered through celite and the filtrate was concentrated under reduced pressure to afford 300 mg of Ethyl 2-(6-bromo-3-(difluoromethoxy)-2-methoxyphenoxy)acetate as solid.